This data is from the Open Reaction Database (ORD), a public repository of structured organic reaction records. The task is: describe an organic reaction: reactants, conditions, products, and yield Run in C1CCOC1 (THF). Product: CN(CCCN(C=1C(=CC(=CC1)C(F)(F)F)N)C)C (N1-(3-(dimethylamino)propyl)-N1-methyl-4-(trifluoromethyl)benzene-1,2-diamine). As a reaction SMILES: F[C:2]1[CH:7]=[CH:6][C:5]([C:8]([F:11])([F:10])[F:9])=[CH:4][C:3]=1[N+:12]([O-])=O.[CH3:15][N:16]([CH3:22])[CH2:17][CH2:18][CH2:19][NH:20][CH3:21].C([O-])(O)=O.[Na+]>C1COCC1>[CH3:15][N:16]([CH3:22])[CH2:17][CH2:18][CH2:19][N:20]([CH3:21])[C:2]1[C:3]([NH2:12])=[CH:4][C:5]([C:8]([F:11])([F:10])[F:9])=[CH:6][CH:7]=1 |f:2.3|. Procedure details: The title compound was made using a procedure described in Collins, et. al., Tetrahedron, Vol. 48, No. 37, pp 7887-7898, 1992. To a solution of 1-fluoro-2-nitro-4-trifluoromethyl-benzene (1.0 g, 4.78 mmol) in dry THF (24 mL) was added N1,N1,N3-trimethylpropane-1,3-diamine (0.64 mL, 5.7 mmol). The solution turned bright yellow. NaHCO3 (1.1 g, 13 mmol) was added and the reaction was stirred at room temperature and monitored by LCMS. The reaction was filtered and concentrated before being taken up ... The reactants are FC1=C(C=C(C=C1)C(F)(F)F)[N+](=O)[O-] (1-fluoro-2-nitro-4-trifluoromethyl-benzene), CN(CCCNC)C (N1,N1,N3-trimethylpropane-1,3-diamine), C(=O)(O)[O-].[Na+] (NaHCO3). Starting materials: O[C@]1(C[C@@H](CCC1)C)CNC(=O)C=1C=2C=CC(=NC2C=CC1Cl)Cl (2,6-dichloro-quinoline-5-carboxylic acid ((1R,3R)-1-hydroxy-3methyl-cyclohexylmethyl)-amide), CCN(C(C)C)C(C)C (DIPEA), C(C)N(C1CNCC1)CC (3-diethylamino-pyrrolidine). The product is O[C@]1(C[C@@H](CCC1)C)CNC(=O)C=1C=2C=CC(=NC2C=CC1Cl)N1CC(CC1)N(CC)CC (6-Chloro-2-(3-diethylamino-pyrrolidin-1-yl)-quinoline-5-carboxylic acid ((1R,3R)-1-hydroxy-3-methyl-cyclohexylmethyl)-amide). Reaction SMILES: [OH:1][C@:2]1([CH2:9][NH:10][C:11]([C:13]2[C:14]3[CH:15]=[CH:16][C:17](Cl)=[N:18][C:19]=3[CH:20]=[CH:21][C:22]=2[Cl:23])=[O:12])[CH2:7][CH2:6][CH2:5][C@@H:4]([CH3:8])[CH2:3]1.CCN(C(C)C)C(C)C.[CH2:34]([N:36]([CH2:42][CH3:43])[CH:37]1[CH2:41][CH2:40][NH:39][CH2:38]1)[CH3:35]>>[OH:1][C@:2]1([CH2:9][NH:10][C:11]([C:13]2[C:14]3[CH:15]=[CH:16][C:17]([N:39]4[CH2:40][CH2:41][CH:37]([N:36]([CH2:42][CH3:43])[CH2:34][CH3:35])[CH2:38]4)=[N:18][C:19]=3[CH:20]=[CH:21][C:22]=2[Cl:23])=[O:12])[CH2:7][CH2:6][CH2:5][C@@H:4]([CH3:8])[CH2:3]1. Procedure: The title compound was synthesized according to the procedure described in example 1 using 2,6-dichloro-quinoline-5-carboxylic acid ((1R,3R)-1-hydroxy-3methyl-cyclohexylmethyl)-amide, DIPEA and 3-diethylamino-pyrrolidine. 1H NMR (400 MHz, DMSO-d6) δ ppm 8.75 (1H), 7.85 (m, 1H), 7.58 (2H), 7.05 (1H), 4.16 (s, 1H), 4.00 (t, 2H), 3.80 (t, 1H), 3.55 (m, 1H), 3.26 (m, 2H), 2.44 (m, 2H), 2.22 (s, 6H), 2.06 (m, 2H), 1.85 (m, 2H), 1.74-1.76 (m, 5H), 1.27 (t, 1H), 1.07 (t, 3H), 0.83 (d, 3H). m/z: 474 [M+... RXN SMILES: [NH:1]1[C:5](=[O:6])[CH2:4][CH2:3][C@H:2]1[C:7]([O:9][CH2:10][C:11]1[CH:16]=[CH:15][CH:14]=[CH:13][CH:12]=1)=[O:8].[H-].[Na+].[C:19](Cl)(=[O:25])[CH2:20][CH2:21][CH2:22][CH2:23][CH3:24]>C1C=CC=CC=1>[C:19]([N:1]1[C:5](=[O:6])[CH2:4][CH2:3][C@H:2]1[C:7]([O:9][CH2:10][C:11]1[CH:16]=[CH:15][CH:14]=[CH:13][CH:12]=1)=[O:8])(=[O:25])[CH2:20][CH2:21][CH2:22][CH2:23][CH3:24] |f:1.2|. Reported procedure: A solution of 17.5 g (80 mmol) of benzyl (L)-pyroglutamate, prepared according to Example II(1), in 150 ml of benzene is added over 1 hour to a suspension of 3.85 g (80 mmol) of sodium hydride in 15 ml of dry benzene. After stirring for 1 hour at ordinary temperature, a solution of 10.9 g (81 mmol) of hexanoyl chloride in 140 ml of benzene is run in. The mixture is heated at 50° C. for 5 hours and then stirred at ordinary temperature for 15 hours, washed with water (2×100 ml), dried and evaporat... Conditions: temperature 50 celsius, time 1 hour. Yields the product C(CCCCC)(=O)N1[C@@H](CCC1=O)C(=O)OCC1=CC=CC=C1 (benzyl N-hexanoyl-(L)-pyroglutamate). The reactants are N1[C@@H](CCC1=O)C(=O)OCC1=CC=CC=C1 (benzyl (L)-pyroglutamate), [H-].[Na+] (sodium hydride), C(CCCCC)(=O)Cl (hexanoyl chloride). Solvent: C1=CC=CC=C1 (benzene), C1=CC=CC=C1 (benzene), C1=CC=CC=C1 (benzene). The reactants are C=CC(=O)OCC, C[N+](C)(C)Cc1ccccc1, CCO, CN(C)C1CCc2[nH]c3ccccc3c2C1, CO, Cl, [OH-], c1ccccc1. Yields the product CCOC(=O)CCn1c2c(c3ccccc31)CC(N(C)C)CC2. As a reaction SMILES: [C:17]([CH:18]=[CH2:19])(=[O:20])[O:21][CH2:22][CH3:23].[CH2:25]([N+:26]([CH3:27])([CH3:28])[CH3:29])[c:30]1[cH:31][cH:32][cH:33][cH:34][cH:35]1.[CH2:39]([OH:40])[CH3:41].[CH3:1][N:2]([CH:3]1[CH2:4][CH2:5][c:6]2[nH:7][c:8]3[cH:9][cH:10][cH:11][cH:12][c:13]3[c:14]2[CH2:15]1)[CH3:16].[CH3:37][OH:38].[ClH:36].[OH-:24].[cH:42]1[cH:43][cH:44][cH:45][cH:46][cH:47]1>>[CH3:1][N:2]([CH:3]1[CH2:4][CH2:5][c:6]2[n:7]([CH2:19][CH2:18][C:17](=[O:20])[O:21][CH2:22][CH3:23])[c:8]3[cH:9][cH:10][cH:11][cH:12][c:13]3[c:14]2[CH2:15]1)[CH3:16]. Starting materials: OCCc1ccc(Br)cc1, C=CC(=O)OC(C)(C)C, C[N+](C)(C)Cc1ccccc1, [OH-]. Product: CC(C)(C)OC(=O)CCOCCc1ccc(Br)cc1. As a reaction SMILES: [Br:1][c:2]1[cH:3][cH:4][c:5]([CH2:8][CH2:9][OH:10])[cH:6][cH:7]1.[C:23]([CH:24]=[CH2:25])(=[O:26])[O:27][C:28]([CH3:29])([CH3:30])[CH3:31].[CH2:12]([N+:13]([CH3:14])([CH3:15])[CH3:16])[c:17]1[cH:18][cH:19][cH:20][cH:21][cH:22]1.[OH-:11]>>[Br:1][c:2]1[cH:3][cH:4][c:5]([CH2:8][CH2:9][O:10][CH2:25][CH2:24][C:23](=[O:26])[O:27][C:28]([CH3:29])([CH3:30])[CH3:31])[cH:6][cH:7]1.